Dataset: the Open Reaction Database (ORD), a public repository of structured organic reaction records. Task: describe an organic reaction: reactants, conditions, products, and yield Starting materials: CC(C)(C)OC(=O)N1CCC(c2ccccc2OS(=O)(=O)C(F)(F)C(F)(F)C(F)(F)C(F)(F)F)CC1, CC(C)(C)[O-], Cc1ccccc1, CC(C)[Si](S)(C(C)C)C(C)C, O=C(C=Cc1ccccc1)C=Cc1ccccc1, O=C(C=Cc1ccccc1)C=Cc1ccccc1, O=C(C=Cc1ccccc1)C=Cc1ccccc1, [Na+], [Pd], [Pd]. The product is CC(C)[Si](Sc1ccccc1C1CCN(C(=O)OC(C)(C)C)CC1)(C(C)C)C(C)C. Reaction SMILES: [C:1]([CH3:2])([CH3:3])([CH3:4])[O:5][C:6](=[O:7])[N:8]1[CH2:9][CH2:10][CH:11]([c:14]2[c:15]([O:20][S:21]([C:22]([F:23])([F:24])[C:25]([F:26])([F:27])[C:28]([F:29])([F:30])[C:31]([F:32])([F:33])[F:34])(=[O:35])=[O:36])[cH:16][cH:17][cH:18][cH:19]2)[CH2:12][CH2:13]1.[CH3:48][C:49]([CH3:50])([O-:51])[CH3:52].[CH3:54][c:55]1[cH:56][cH:57][cH:58][cH:59][cH:60]1.[CH:37]([CH3:38])([CH3:39])[Si:40]([SH:41])([CH:42]([CH3:43])[CH3:44])[CH:45]([CH3:46])[CH3:47].[CH:63](=[CH:64][C:65]([CH:66]=[CH:67][c:68]1[cH:69][cH:70][cH:71][cH:72][cH:73]1)=[O:74])[c:75]1[cH:76][cH:77][cH:78][cH:79][cH:80]1.[CH:81](=[CH:82][C:83]([CH:84]=[CH:85][c:86]1[cH:87][cH:88][cH:89][cH:90][cH:91]1)=[O:92])[c:93]1[cH:94][cH:95][cH:96][cH:97][cH:98]1.[CH:99](=[CH:100][C:101]([CH:102]=[CH:103][c:104]1[cH:105][cH:106][cH:107][cH:108][cH:109]1)=[O:110])[c:111]1[cH:112][cH:113][cH:114][cH:115][cH:116]1.[Na+:53].[Pd:61].[Pd:62]>>[C:1]([CH3:2])([CH3:3])([CH3:4])[O:5][C:6](=[O:7])[N:8]1[CH2:9][CH2:10][CH:11]([c:14]2[c:15]([S:41][Si:40]([CH:37]([CH3:38])[CH3:39])([CH:42]([CH3:43])[CH3:44])[CH:45]([CH3:46])[CH3:47])[cH:16][cH:17][cH:18][cH:19]2)[CH2:12][CH2:13]1. The reactants are NN (hydrazine), C(CCCCC)(=O)OC (methyl caproate). Run in CO (methanol). Conditions: time 8 hour. The product is C(CCCCC)(=O)NN (caproic acid hydrazide). Yield: 271.5%. Reaction SMILES: [NH2:1][NH2:2].[C:3]([O:10]C)(=O)[CH2:4][CH2:5][CH2:6][CH2:7][CH3:8]>CO>[C:3]([NH:1][NH2:2])(=[O:10])[CH2:4][CH2:5][CH2:6][CH2:7][CH3:8]. Procedure: Under nitroqen, a solution of 262 g (8 2 mol) of anhydrous hydrazine in 1300 mL of methanol was cooled to 0° C. and treated with 885 g (6.8 mol) of methyl caproate. The reaction was allowed to warm to ambient temperature and stir overnight prior to stirring at reflux for 7 h. The reaction was concentrated in vacuo; recrystallization from toluene gave 707 g (80%) of caproic acid hydrazide as a colorless solid: mp 72.5°-73.9° C.; NMR (CDCl3) δ 0.82 (t, J=7 Hz, 3H), 1.15-1.33 (m, 4H), 1.51-1.64 (m,... Procedure: 5-Bromo-3-pyridinamine (200 mg) was dissolved in pyridine (5 ml), cooled to 0° C. and stirred for 10 min. Methanesulfonyl chloride (0.05 ml) was added dropwise and the reaction continued stirring for 1 hr. 2M HCl (aq) (5 ml) was added and the reaction was extracted with DCM, passed through a hydrophobic frit and evaporated to dryness. The residue was dissolved in DCM and adsorbed onto fluorosil and purified by column chromatography on silica, eluting with 50% ether/cyclohexane then 0-10% MeOH/DC... Product: BrC=1C=C(C=NC1)NS(=O)(=O)C (N-(5-Bromo-3-pyridinyl)methanesulfonamide). Solvent: N1=CC=CC=C1 (pyridine). As a reaction SMILES: [Br:1][C:2]1[CH:3]=[C:4]([NH2:8])[CH:5]=[N:6][CH:7]=1.[CH3:9][S:10](Cl)(=[O:12])=[O:11].Cl>N1C=CC=CC=1>[Br:1][C:2]1[CH:3]=[C:4]([NH:8][S:10]([CH3:9])(=[O:12])=[O:11])[CH:5]=[N:6][CH:7]=1. Run at temperature 0 celsius, time 10 minute. Reactants: CS(=O)(=O)Cl (Methanesulfonyl chloride), BrC=1C=C(C=NC1)N (5-Bromo-3-pyridinamine), Cl (HCl). Reactants: [Li]CCCC (n-BuLi), C(C1=CC=CC=C1)N(CC(=O)OCC)CC1=CC=CC=C1 (ethyl 2-(dibenzylamino)-acetate), C(CC)(=O)Cl (propanoyl chloride). Run in C1CCOC1 (THF), C1CCOC1 (THF). Run at time 15 minute. The product is C(C1=CC=CC=C1)N([C@H](C(=O)OCC)C(CC)=O)CC1=CC=CC=C1 (ethyl (2S*)-2-(dibenzylamino)-3-oxo-pentanoate). The yield is 99.9%. RXN SMILES: [Li]CCCC.[CH2:6]([N:13]([CH2:20][C:21]1[CH:26]=[CH:25][CH:24]=[CH:23][CH:22]=1)[CH2:14][C:15]([O:17][CH2:18][CH3:19])=[O:16])[C:7]1[CH:12]=[CH:11][CH:10]=[CH:9][CH:8]=1.[C:27](Cl)(=[O:30])[CH2:28][CH3:29]>C1COCC1>[CH2:20]([N:13]([CH2:6][C:7]1[CH:8]=[CH:9][CH:10]=[CH:11][CH:12]=1)[C@@H:14]([C:27](=[O:30])[CH2:28][CH3:29])[C:15]([O:17][CH2:18][CH3:19])=[O:16])[C:21]1[CH:22]=[CH:23][CH:24]=[CH:25][CH:26]=1. Reported procedure: In a round bottomed flask, at −78° C., under argon atmosphere, a solution of DIPA (0.3 mL, 2.12 mmol) in dry THF (10 ml) was treated with n-BuLi (2.5 M in n-hexane, 0.776 mL, 1.94 mmol). After 30 min a solution of ethyl 2-(dibenzylamino)-acetate (0.5 g, 1.77 mmol) in dry THF (10 ml) was added dropwise via a cannula. After 15 min, propanoyl chloride (0.46 mL, 5.29 mmol) was added dropwise at −78° C. and the mixture stirred for 10 min at rt. The reaction was then quenched with H2O, and Et2O was su... Starting materials: C1CO1, [Li]CCCC, CCCCCC, Cc1ccc(C(=O)O)cc1, CN(C)P(=O)(N(C)C)N(C)C, CC(C)NC(C)C, Cl, C1CCOC1. The product is O=C(O)c1ccc(CCCO)cc1. Reaction SMILES: [CH2:29]1[CH2:30][O:31]1.[CH2:8]([Li:9])[CH2:10][CH2:11][CH3:12].[CH3:13][CH2:14][CH2:15][CH2:16][CH2:17][CH3:18].[CH3:19][c:20]1[cH:21][cH:22][c:23]([C:26]([OH:27])=[O:28])[cH:24][cH:25]1.[CH3:38][N:39]([CH3:40])[P:41]([N:42]([CH3:43])[CH3:44])([N:45]([CH3:46])[CH3:47])=[O:48].[CH:1]([NH:2][CH:3]([CH3:4])[CH3:5])([CH3:6])[CH3:7].[ClH:32].[O:33]1[CH2:34][CH2:35][CH2:36][CH2:37]1>>[CH2:19]([c:20]1[cH:21][cH:22][c:23]([C:26]([OH:27])=[O:28])[cH:24][cH:25]1)[CH2:29][CH2:30][OH:31].